Dataset: the Open Reaction Database (ORD), a public repository of structured organic reaction records. Task: describe an organic reaction: reactants, conditions, products, and yield The reactants are C1(=CC=CC=C1)C1CCC(CC1)=O (4-phenyl-1-cyclohexanone), O=C(CC)N(C1=CC=CC=C1)C1(CCNCC1)C(=O)OC (methyl 4-[N-(1-oxopropyl)-N-phenylamino]-4-piperidinecarboxylate), CO (methanol), [H][H] (hydrogen). Reagents/catalysts: [Pd] (palladium-on-charcoal). Reaction conditions: temperature -20 celsius. Product: C(C(=O)O)(=O)O.O=C(CC)N(C1=CC=CC=C1)C1(CCN(CC1)C1CCC(CC1)C1=CC=CC=C1)C(=O)OC (methyl 4-[N-(1-oxopropyl)-N-phenylamino]-1-(4-phenylcyclohexyl)-4-piperidinecarboxylate ethanedioate). Reaction SMILES: [C:1]1([CH:7]2[CH2:12][CH2:11][C:10](=[O:13])[CH2:9][CH2:8]2)[CH:6]=[CH:5][CH:4]=[CH:3][CH:2]=1.[O:14]=[C:15]([N:18]([C:25]1([C:31]([O:33][CH3:34])=[O:32])[CH2:30][CH2:29][NH:28][CH2:27][CH2:26]1)[C:19]1[CH:24]=[CH:23][CH:22]=[CH:21][CH:20]=1)[CH2:16][CH3:17].[H][H].[CH3:37][OH:38]>[Pd]>[C:31]([OH:33])(=[O:32])[C:37]([OH:13])=[O:38].[O:14]=[C:15]([N:18]([C:25]1([C:31]([O:33][CH3:34])=[O:32])[CH2:30][CH2:29][N:28]([CH:10]2[CH2:11][CH2:12][CH:7]([C:1]3[CH:6]=[CH:5][CH:4]=[CH:3][CH:2]=3)[CH2:8][CH2:9]2)[CH2:27][CH2:26]1)[C:19]1[CH:24]=[CH:23][CH:22]=[CH:21][CH:20]=1)[CH2:16][CH3:17] |f:5.6|. Procedure: A mixture of 4.3 parts of 4-phenyl-1-cyclohexanone, 4.3 parts of methyl 4-[N-(1-oxopropyl)-N-phenylamino]-4-piperidinecarboxylate and 80 parts of methanol is hydrogenated at normal pressure and at room temperature with 2 parts of palladium-on-charcoal catalyst 10%. After the calculated amount of hydrogen is taken up, the catalyst is filtered off. The filtrate is evaporated. The oily residue is purified by column-chromatography over silicagel using a mixture of trichloromethane and 7% of methanol... Solvent: C(C)O (ethanol), CCOC(=O)C (EtOAc), O (water). Reported procedure: A solution of ethyl 2-bromo-3-(4-methoxyphenyl)-3-oxopropanoate (0.090 g, 0.3 mmol) and sodium 2,6-difluorobenzoate (0.054 g, 0.30 mmol) in ethanol (2 mL) was heated at 120° C. in the microwave for 10 minutes. The reaction mixture was diluted with EtOAc (25 mL) and water (25 mL). The organic phase was washed with water and brine, dried over MgSO4 and the solvent evaporated in vacuo. The residue was purified by silica gel column chromatography using a gradient of 0-40% EtOAc in hexanes to afford ... Starting materials: BrC(C(=O)OCC)C(=O)C1=CC=C(C=C1)OC (ethyl 2-bromo-3-(4-methoxyphenyl)-3-oxopropanoate), FC1=C(C(=O)[O-])C(=CC=C1)F.[Na+] (sodium 2,6-difluorobenzoate). RXN SMILES: Br[CH:2]([C:8]([C:10]1[CH:15]=[CH:14][C:13]([O:16][CH3:17])=[CH:12][CH:11]=1)=[O:9])[C:3]([O:5][CH2:6][CH3:7])=[O:4].[F:18][C:19]1[CH:27]=[CH:26][CH:25]=[C:24]([F:28])[C:20]=1[C:21]([O-:23])=[O:22].[Na+]>C(O)C.CCOC(C)=O.O>[F:18][C:19]1[CH:27]=[CH:26][CH:25]=[C:24]([F:28])[C:20]=1[C:21]([O:23][CH:2]([C:3]([O:5][CH2:6][CH3:7])=[O:4])[C:8]([C:10]1[CH:15]=[CH:14][C:13]([O:16][CH3:17])=[CH:12][CH:11]=1)=[O:9])=[O:22] |f:1.2|. Product: FC1=C(C(=O)OC(C(=O)C2=CC=C(C=C2)OC)C(=O)OCC)C(=CC=C1)F (3-ethoxy-1-(4-methoxyphenyl)-1,3-dioxopropan-2-yl 2,6-difluorobenzoate). Yield: 96.7%. Reactants: ClC1=C(C=NC2=CC=C(C=C12)OC)C#N (4-chloro-6-methoxy-3-quinolinecarbonitrile), NC1=CC=C2C=NNC2=C1 (6-aminoindazole), Cl.N1=CC=CC=C1 (pyridine hydrochloride). The solvent is C(C)OCCO (2-ethoxyethanol). Conditions: time 15 minute. Product: N1N=CC2=CC=C(C=C12)NC1=C(C=NC2=CC=C(C=C12)OC)C#N (4-(1H-Indazol 6-ylamino)-6-methoxy-quinoline-3-carbonitrile). Isolated yield 94.3%. Reaction SMILES: Cl[C:2]1[C:11]2[C:6](=[CH:7][CH:8]=[C:9]([O:12][CH3:13])[CH:10]=2)[N:5]=[CH:4][C:3]=1[C:14]#[N:15].[NH2:16][C:17]1[CH:25]=[C:24]2[C:20]([CH:21]=[N:22][NH:23]2)=[CH:19][CH:18]=1.Cl.N1C=CC=CC=1>C(OCCO)C>[NH:23]1[C:24]2[C:20](=[CH:19][CH:18]=[C:17]([NH:16][C:2]3[C:11]4[C:6](=[CH:7][CH:8]=[C:9]([O:12][CH3:13])[CH:10]=4)[N:5]=[CH:4][C:3]=3[C:14]#[N:15])[CH:25]=2)[CH:21]=[N:22]1 |f:2.3|. Reported procedure: To a suspension of 218.6 mg (1.0 mmol) of 4-chloro-6-methoxy-3-quinolinecarbonitrile and 159.8 mg (1.2 mmol) of 6-aminoindazole in 10 mL of 2-ethoxyethanol was added 115.6 mg (1.0 mmol) of pyridine hydrochloride. The resulting reaction mixture was refluxed for 1 hr. After cooling, most of solvent was evaporated off and the residue was diluted with ether. The precipitate was collected by filtration and was taken into water. The aqueous suspension was neutralized to PH 7-8 by addition of sat. sodi...